From a dataset of the Open Reaction Database (ORD), a public repository of structured organic reaction records. describe an organic reaction: reactants, conditions, products, and yield Starting materials: COC(C1=CC=C(C=C1)N(C=1C(=C(C2=C(C(CO2)(C)C)C1)C(C)(C)C)C)CC)=O (4-[ethyl-(7-t-butyl-3,3,6-trimethyl-2,3-dihydro-benzofuran-5-yl)-amino]-benzoic acid methyl ester), COC(C1=CC=C(C=C1)N(C=1C(=C(C2=C(C(CO2)(C)C)C1)C(C)(C)C)C)CC)=O (4-[ethyl-(7-t-butyl-3,3,6-trimethyl-2,3-dihydro-benzofuran-5-yl)-amino]-benzoic acid methyl ester), [OH-].[Na+] (sodium hydroxide). Run in CO (methanol). Product: C(C)N(C1=CC=C(C(=O)O)C=C1)C=1C(=C(C2=C(C(CO2)(C)C)C1)C(C)(C)C)C (4-[Ethyl-(7-t-butyl-3,3,6-trimethyl-2,3-dihydro-benzofuran-5-yl)-amino]-benzoic acid). Isolated yield 22.6%. Reaction SMILES: C[O:2][C:3](=[O:29])[C:4]1[CH:9]=[CH:8][C:7]([N:10]([CH2:27][CH3:28])[C:11]2[C:12]([CH3:26])=[C:13]([C:22]([CH3:25])([CH3:24])[CH3:23])[C:14]3[O:18][CH2:17][C:16]([CH3:20])([CH3:19])[C:15]=3[CH:21]=2)=[CH:6][CH:5]=1.[OH-].[Na+]>CO>[CH2:27]([N:10]([C:11]1[C:12]([CH3:26])=[C:13]([C:22]([CH3:25])([CH3:24])[CH3:23])[C:14]2[O:18][CH2:17][C:16]([CH3:20])([CH3:19])[C:15]=2[CH:21]=1)[C:7]1[CH:6]=[CH:5][C:4]([C:3]([OH:29])=[O:2])=[CH:9][CH:8]=1)[CH3:28] |f:1.2|. Procedure details: Following general procedure P and using 4-[ethyl-(7-t-butyl-3,3,6-trimethyl-2,3-dihydro-benzofuran-5-yl)-amino]-benzoic acid methyl ester (Compound 68, 0.11 g, 0.29 mmol) and 2 mL (7.5) of 5M sodium hydroxide in 5 mL of methanol, the title compound (0.025 g, 23%) was obtained as a pale yellow solid, after flash column chromatography using 25% ethyl acetate in hexanes as the eluent followed by recrystallization from hexanes. 1H NMR (300 MHz, CDCl3): δ 7.88 (d, 2H, J=9.0 Hz), 6.70 (s, 1H), 6.43 (d...